Task: describe an organic reaction: reactants, conditions, products, and yield. Dataset: the Open Reaction Database (ORD), a public repository of structured organic reaction records Reactants: BrC1=NC(=CC(=C1)C)Cl (2-bromo-6-chloro-4-methylpyridine), FC(C1=CC=C(N)C=C1)(F)F (4-trifluoromethylaniline), CC(C)(C)[O-].[K+] (t-BuOK). The reagents and catalysts are C=1C=CC(=CC1)/C=C/C(=O)/C=C/C2=CC=CC=C2.C=1C=CC(=CC1)/C=C/C(=O)/C=C/C2=CC=CC=C2.C=1C=CC(=CC1)/C=C/C(=O)/C=C/C2=CC=CC=C2.[Pd].[Pd] (Pd2(dba)3), CC1(C2=C(C(=CC=C2)P(C3=CC=CC=C3)C4=CC=CC=C4)OC5=C(C=CC=C51)P(C6=CC=CC=C6)C7=CC=CC=C7)C (XANTPHOS). Solvent: C1(=CC=CC=C1)C (toluene). Product: ClC1=CC(=CC(=N1)NC1=CC=C(C=C1)C(F)(F)F)C ((6-Chloro-4-methyl-pyridin-2-yl)-(4-trifluoromethyl-phenyl)-amine). Isolated yield 55.8%. As a reaction SMILES: Br[C:2]1[CH:7]=[C:6]([CH3:8])[CH:5]=[C:4]([Cl:9])[N:3]=1.[F:10][C:11]([F:20])([F:19])[C:12]1[CH:18]=[CH:17][C:15]([NH2:16])=[CH:14][CH:13]=1.CC([O-])(C)C.[K+]>C1(C)C=CC=CC=1.C1C=CC(/C=C/C(/C=C/C2C=CC=CC=2)=O)=CC=1.C1C=CC(/C=C/C(/C=C/C2C=CC=CC=2)=O)=CC=1.C1C=CC(/C=C/C(/C=C/C2C=CC=CC=2)=O)=CC=1.[Pd].[Pd].CC1(C)C2C(=C(P(C3C=CC=CC=3)C3C=CC=CC=3)C=CC=2)OC2C(P(C3C=CC=CC=3)C3C=CC=CC=3)=CC=CC1=2>[Cl:9][C:4]1[N:3]=[C:2]([NH:16][C:15]2[CH:17]=[CH:18][C:12]([C:11]([F:10])([F:19])[F:20])=[CH:13][CH:14]=2)[CH:7]=[C:6]([CH3:8])[CH:5]=1 |f:2.3,5.6.7.8.9|. Reported procedure: To a solution of 2-bromo-6-chloro-4-methylpyridine (415 mg, 2.0 mmol) in toluene (10 mL) was added 4-trifluoromethylaniline (325 mg, 2.0 mL), Pd2(dba)3 (50 mg, XANTPHOS (50 mg), and t-BuOK (350 mg). The mixture was microwaved 30 minutes at 120° C., filtered through Celite and washed with CH2Cl2 (3×). The combined organic layers were concentrated. The residue was purified by chromatography on silica gel (20-40% CH2Cl2 heptane) to give the product as a white solid (320 mg, 56%). 1H NMR (300 MHz, C... Product: OC(C1=CC=C(C=C1)NC(=O)C=1CCOC2=C(C1)C=C(C=C2)C2=CC=C(C=C2)C)C2=[N+](C=CC=C2)[O-] (N-[4-[hydroxy(1oxidopyridin-2-yl)methyl]phenyl]-7-(4-methylphenyl)-2,3-dihydro-1-benzoxepine-4-carboxamide). Yield: 50.6%. The solvent is O1CCCC1 (tetrahydrofuran). Run at time 16 hour. Reaction SMILES: [OH:1][CH:2]([C:30]1[CH:35]=[CH:34][CH:33]=[CH:32][N:31]=1)[C:3]1[CH:8]=[CH:7][C:6]([NH:9][C:10]([C:12]2[CH2:13][CH2:14][O:15][C:16]3[CH:22]=[CH:21][C:20]([C:23]4[CH:28]=[CH:27][C:26]([CH3:29])=[CH:25][CH:24]=4)=[CH:19][C:17]=3[CH:18]=2)=[O:11])=[CH:5][CH:4]=1.ClC1C=CC=C(C(OO)=[O:44])C=1.S([O-])([O-])(=O)=S.[Na+].[Na+]>O1CCCC1>[OH:1][CH:2]([C:30]1[CH:35]=[CH:34][CH:33]=[CH:32][N+:31]=1[O-:44])[C:3]1[CH:4]=[CH:5][C:6]([NH:9][C:10]([C:12]2[CH2:13][CH2:14][O:15][C:16]3[CH:22]=[CH:21][C:20]([C:23]4[CH:24]=[CH:25][C:26]([CH3:29])=[CH:27][CH:28]=4)=[CH:19][C:17]=3[CH:18]=2)=[O:11])=[CH:7][CH:8]=1 |f:2.3.4|. The reactants are OC(C1=CC=C(C=C1)NC(=O)C=1CCOC2=C(C1)C=C(C=C2)C2=CC=C(C=C2)C)C2=NC=CC=C2 (N-[4-[hydroxy(2-pyridyl)methyl]-phenyl]-7-(4-methylphenyl)-2,3-dihydro-1-benzoxepine-4-carboxamide), ClC1=CC(=CC=C1)C(=O)OO (3-chloroperbenzoic acid), S(=S)(=O)([O-])[O-].[Na+].[Na+] (sodium thiosulfate). Reported procedure: To a solution of N-[4-[hydroxy(2-pyridyl)methyl]-phenyl]-7-(4-methylphenyl)-2,3-dihydro-1-benzoxepine-4-carboxamide (351.3 mg) in tetrahydrofuran (20 ml) was added 3-chloroperbenzoic acid (70%, 0.28 g) at 0° C., and the mixture was stirred at room temperature for 16 hours. To the reaction mixture was added sodium thiosulfate solution, and the mixture was stirred for a few minutes. The mixture was extracted with ethyl acetate. The organic layer was washed with saturated sodium bicarbonate solutio... Yields the product EtOAc hexanes, ClC=1C(=NOC1N(S(=O)(=O)C1=C(SC2=NC=CC=C21)C(CCC2=CC1=C(C=C2)OCO1)=O)COCCOC)C (N-(4-chloro-3-methyl-5-isoxazolyl)-N-(methoxyethoxymethyl)-2 -[3-(3,4-methylenedioxyphenyl)propionyl]thieno[2,3-b]pyridine-3-sulfonamide). RXN SMILES: [Cl:1][C:2]1[C:3]([CH3:39])=[N:4][O:5][C:6]=1[N:7]([CH2:33][O:34][CH2:35][CH2:36][O:37][CH3:38])[S:8]([C:11]1[C:19]2[C:14](=[N:15][CH:16]=[CH:17][CH:18]=2)[S:13][C:12]=1[CH:20]([OH:32])[CH2:21][CH2:22][C:23]1[CH:28]=[CH:27][C:26]2[O:29][CH2:30][O:31][C:25]=2[CH:24]=1)(=[O:10])=[O:9].C1C=C[NH+]=CC=1.[O-][Cr](Cl)(=O)=O>C(Cl)Cl>[Cl:1][C:2]1[C:3]([CH3:39])=[N:4][O:5][C:6]=1[N:7]([CH2:33][O:34][CH2:35][CH2:36][O:37][CH3:38])[S:8]([C:11]1[C:19]2[C:14](=[N:15][CH:16]=[CH:17][CH:18]=2)[S:13][C:12]=1[C:20](=[O:32])[CH2:21][CH2:22][C:23]1[CH:28]=[CH:27][C:26]2[O:29][CH2:30][O:31][C:25]=2[CH:24]=1)(=[O:9])=[O:10] |f:1.2|. The solvent is C(Cl)Cl (CH2Cl2). Reported procedure: The title compound was prepared by the method of Example 12(B) using N-(4-chloro-3-methyl-5-isoxazolyl)-N-(methoxyethoxymethyl)-2-[1-hydroxy-3 -(3,4-methylenedioxyphenyl)propyl]thieno[2,3-b]pyridine-3-sulfonamide (0.51 g, 0.85 mmoles), CH2Cl2 (20 ml), celite, and PCC (0.27 g, 1.3 mmoles) except the reaction mixture was stirred 24 hours prior to filtering. Flash chromatography (40% EtOAc/hexanes) provided 0.37 g (74%) of the title compound as a yellow oil/solid. Yield: 73.3%. The reactants are ClC=1C(=NOC1N(S(=O)(=O)C1=C(SC2=NC=CC=C21)C(CCC2=CC1=C(C=C2)OCO1)O)COCCOC)C (N-(4-chloro-3-methyl-5-isoxazolyl)-N-(methoxyethoxymethyl)-2-[1-hydroxy-3 -(3,4-methylenedioxyphenyl)propyl]thieno[2,3-b]pyridine-3-sulfonamide), C=1C=C[NH+]=CC1.[O-][Cr](=O)(=O)Cl (PCC). Starting materials: I(=O)(=O)(=O)[O-].[Na+] (sodium periodate), C(C=C)C1=CC=2C(=NON2)C=C1 (5-Allyl-2,1,3-benzoxadiazole), CO (MeOH), aq. solution, C[N+]1(CCOCC1)[O-] (NMO). Solvent: O (water), O (water), C1CCOC1 (THF), O (water). Run at temperature 25 celsius, time 16 hour. Product: N=1ON=C2C1C=CC(=C2)CC=O (2,1,3-Benzoxadiazol-5-ylacetaldehyde). As a reaction SMILES: [CH2:1]([C:4]1[CH:12]=[CH:11][C:7]2=[N:8][O:9][N:10]=[C:6]2[CH:5]=1)[CH:2]=C.CO.C[N+]1([O-])CC[O:19]CC1.I([O-])(=O)(=O)=O.[Na+]>O.C1COCC1>[N:8]1[O:9][N:10]=[C:6]2[CH:5]=[C:4]([CH2:1][CH:2]=[O:19])[CH:12]=[CH:11][C:7]=12 |f:3.4|. Procedure: To a solution of 5-Allyl-2,1,3-benzoxadiazole (4.1 g, 26 mmol) in a solution of MeOH (30 mL), THF (50 mL), and water (20 mL) was added Osium Tetraoxide (6.0 mL 4% aq. solution, 0.77 mmol) and NMO (4.5 g, 38 mmol). The mixture was allowed to stir at 25° C. for 16 hours. TLC showed complete reaction. The reaction was diluted with water (200 mL) and extracted with EtOAc (200 mL×2). The extractions were combined, washed with brine, dried over sodium sulfate, and concentrated. The resulting product w... Starting materials: C(CC)N1C(CCCC1)CCO (2-(1-propyl-piperidin-2-yl)-ethanol), S(=O)(Cl)Cl (thionyl chloride). Solvent: ClCCl (dichloromethane). Product: ClCCC1N(CCCC1)CCC (2-(2-chloro-ethyl)-1-propyl-piperidine). RXN SMILES: [CH2:1]([N:4]1[CH2:9][CH2:8][CH2:7][CH2:6][CH:5]1[CH2:10][CH2:11]O)[CH2:2][CH3:3].S(Cl)([Cl:15])=O>ClCCl>[Cl:15][CH2:11][CH2:10][CH:5]1[CH2:6][CH2:7][CH2:8][CH2:9][N:4]1[CH2:1][CH2:2][CH3:3]. Reported procedure: To a solution of 2-(1-propyl-piperidin-2-yl)-ethanol (0.150 g, 0.875 mmol) in dichloromethane (5 mL) was added thionyl chloride (1.0 mL, 13.70 mmol) at room temperature and the reaction mixture was refluxed for 3 h. The solvent and excess thionyl chloride was removed under reduced pressure. The product was dissolved in dichloromethane and evaporated to dryness. The product was used for the next step without further purifications. GC-MS m/z 189.00. Reactants: C(=O)C=1CN(N(C1)C1=CC=CC=C1)OCC1=CC(=C(OCC=2N=C(OC2C)C=2C=C(C(=O)OC)C=CC2)C=C1)OC (methyl 3-{4-[(4-{[(4-formyl-1-phenyl-1H-pyrazol-2-yl)oxy]methyl}-2-methoxyphenoxy)methyl]-5-methyl-1,3-oxazol-2-yl}benzoate), [Cl-].C(C)C=1SC=C(N1)C[P+](C1=CC=CC=C1)(C1=CC=CC=C1)C1=CC=CC=C1 ([(2-ethyl-1,3-thiazol-4-yl)methyl]triphenylphosphonium chloride), C([O-])([O-])=O.[K+].[K+] (potassium carbonate), CN(C=O)C (N,N-dimethylformamide). The solvent is O (Water). Conditions: time 15 hour. Product: C(C)C=1SC=C(N1)\C=C/C=1C(=NN(C1)C1=CC=CC=C1)OCC1=CC(=C(OCC=2N=C(OC2C)C=2C=C(C(=O)OC)C=CC2)C=C1)OC (methyl 3-[4-({4-[({4-[(Z)-2-(2-ethyl-1,3-thiazol-4-yl)ethenyl]-1-phenyl-1H-pyrazol-3-yl}oxy)methyl]-2-methoxyphenoxy}methyl)-5-methyl-1,3-oxazol-2-yl]benzoate). The yield is 34.0%. As a reaction SMILES: C(C1CN([O:14][CH2:15][C:16]2[CH:39]=[CH:38][C:19]([O:20][CH2:21][C:22]3[N:23]=[C:24]([C:28]4[CH:29]=[C:30]([CH:35]=[CH:36][CH:37]=4)[C:31]([O:33][CH3:34])=[O:32])[O:25][C:26]=3[CH3:27])=[C:18]([O:40][CH3:41])[CH:17]=2)N(C2C=CC=CC=2)C=1)=O.[Cl-].[CH2:43]([C:45]1[S:46][CH:47]=[C:48]([CH2:50][P+](C2C=CC=CC=2)(C2C=CC=CC=2)C2C=CC=CC=2)[N:49]=1)[CH3:44].C(=O)([O-])[O-].[K+].[K+].[CH3:76][N:77]([CH3:80])C=O>O>[CH2:43]([C:45]1[S:46][CH:47]=[C:48](/[CH:50]=[CH:27]\[C:26]2[C:22]([O:14][CH2:15][C:16]3[CH:39]=[CH:38][C:19]([O:20][CH2:21][C:22]4[N:23]=[C:24]([C:28]5[CH:29]=[C:30]([CH:35]=[CH:36][CH:37]=5)[C:31]([O:33][CH3:34])=[O:32])[O:25][C:26]=4[CH3:27])=[C:18]([O:40][CH3:41])[CH:17]=3)=[N:23][N:77]([C:80]3[CH:38]=[CH:39][CH:16]=[CH:17][CH:18]=3)[CH:76]=2)[N:49]=1)[CH3:44] |f:1.2,3.4.5|. Reported procedure: A mixture of methyl 3-{4-[(4-{[(4-formyl-1-phenyl-1H-pyrazol-2-yl)oxy]methyl}-2-methoxyphenoxy)methyl]-5-methyl-1,3-oxazol-2-yl}benzoate (0.80 g), [(2-ethyl-1,3-thiazol-4-yl)methyl]triphenylphosphonium chloride (0.89 g), potassium carbonate (0.29 g) and N,N-dimethylformamide (30 mL) was stirred at room temperature for 15 hrs. Water was poured into the reaction mixture, and the mixture was extracted with ethyl acetate. The organic layer was washed with saturated brine, dried over anhydrous magnes... Yields the product C(C)(=O)O[C@H]1[C@@H](C(N1S(=O)(=O)[O-])=O)NC(CC1=CC=CC=C1)=O.[Na+] (sodium (3S,4S)-4-acetoxy-3-phenylacetamido-2-oxoazetidine-1-sulfonate). Reactants: C(O)([O-])=O.[Na+] (sodium hydrogen carbonate), C(C)(=O)[O-] (acetate), C(C)(=O)[O-].C(C)(=O)O[C@H]1[C@@H](C(N1S(=O)(=O)O)=O)N.[Na+] (sodium (3S,4S)-4-acetoxy-3-amino-2-oxoazetidine-1-sulfonate monoacetate), C1(=CC=CC=C1)CC(=O)Cl (phenylacetyl chloride). Solvent: mixture, C1CCOC1 (THF), O (water). Reaction conditions: time 1.5 hour. Reaction SMILES: C([O-])(=O)C.C([O-])(=O)C.[C:9]([O:12][C@@H:13]1[N:16]([S:17]([OH:20])(=[O:19])=[O:18])[C:15](=[O:21])[C@H:14]1[NH2:22])(=[O:11])[CH3:10].[Na+:23].[C:24]1([CH2:30][C:31](Cl)=[O:32])[CH:29]=[CH:28][CH:27]=[CH:26][CH:25]=1.C(=O)([O-])O.[Na+]>C1COCC1.O>[C:9]([O:12][C@@H:13]1[N:16]([S:17]([O-:20])(=[O:19])=[O:18])[C:15](=[O:21])[C@H:14]1[NH:22][C:31](=[O:32])[CH2:30][C:24]1[CH:29]=[CH:28][CH:27]=[CH:26][CH:25]=1)(=[O:11])[CH3:10].[Na+:23] |f:1.2.3,5.6,9.10|. Procedure: To a solution of 0.61 g of acetate of sodium (3S,4R)-4-acetoxy-3-amino-2-oxoazetidine-1-sulfonate obtained in Example 21B in 20 ml of a mixture of water and THF(1:1) is added under ice-cooling 0.61 of g phenylacetyl chloride while keeping the pH of the reaction mixture at pH 7.0-7.5 by use of sodium hydrogen carbonate. The stirring is continued for 1.5 hours at the same temperature. THF is removed by evaporation under reduced pressure. The residue is purified on an XAD-II (Rohm and Haas Co.) col...